Dataset: the Open Reaction Database (ORD), a public repository of structured organic reaction records. Task: describe an organic reaction: reactants, conditions, products, and yield Procedure details: This compound was obtained in 65% yield from 1-cyclopropylmethylcyclopropylsulfonylamine tert-butylcarbamate (from Step B.2.a) according to the procedure described for the synthesis of 1-methoxymethylcyclopropylsulfonamide (Step B.1.b). The compound was purified by column chromatography over SiO2 using 0% to 60% ethyl acetate in hexanes as the eluent: 1H NMR (CDCl3) δ 0.15 (m, 2H), 0.51 (m, 2H), 1.01 (m, 2H), 1.34 (m, 3H), 1.86 (d, J=7.0 Hz, 2H), 4.83 (s, 2H); 13C NMR (CDCl3) δ 4.65, 7.74, 11.26... As a reaction SMILES: C(NC(=O)O)(C)(C)C.[CH:9]1([CH2:12][C:13]2([S:16]([NH2:19])(=[O:18])=[O:17])[CH2:15][CH2:14]2)[CH2:11][CH2:10]1.COCC1(S(N)(=O)=O)CC1>>[CH:9]1([CH2:12][C:13]2([S:16]([NH2:19])(=[O:17])=[O:18])[CH2:14][CH2:15]2)[CH2:10][CH2:11]1 |f:0.1|. Reactants: C(C)(C)(C)NC(O)=O.C1(CC1)CC1(CC1)S(=O)(=O)N (1-cyclopropylmethylcyclopropylsulfonylamine tert-butylcarbamate), COCC1(CC1)S(=O)(=O)N (1-methoxymethylcyclopropylsulfonamide). Yield: 65.0%. The product is C1(CC1)CC1(CC1)S(=O)(=O)N (1-cyclopropylmethylcyclopropylsulfonamide). Reactants: O (Water), FC=1C=C(C=2N(C1)C(=C(N2)C)C(=O)OCC)O (Ethyl 6-fluoro-8-hydroxy-2-methylimidazo[1,2-a]pyridine-3-carboxylate), C([O-])([O-])=O.[Cs+].[Cs+] (caesium carbonate), FC1=C(CBr)C(=CC=C1)F (2,6-difluorobenzyl bromide). The solvent is CN(C)C=O (DMF). Reaction conditions: temperature 50 celsius, time 30 minute. The product is FC1=C(COC=2C=3N(C=C(C2)F)C(=C(N3)C)C(=O)OCC)C(=CC=C1)F (Ethyl 8-[(2,6-difluorobenzyl)oxy]-6-fluoro-2-methylimidazo[1,2-a]pyridine-3-carboxylate). Reaction SMILES: [F:1][C:2]1[CH:3]=[C:4]([OH:17])[C:5]2[N:6]([C:8]([C:12]([O:14][CH2:15][CH3:16])=[O:13])=[C:9]([CH3:11])[N:10]=2)[CH:7]=1.C(=O)([O-])[O-].[Cs+].[Cs+].[F:24][C:25]1[CH:32]=[CH:31][CH:30]=[C:29]([F:33])[C:26]=1[CH2:27]Br.O>CN(C=O)C>[F:24][C:25]1[CH:32]=[CH:31][CH:30]=[C:29]([F:33])[C:26]=1[CH2:27][O:17][C:4]1[C:5]2[N:6]([C:8]([C:12]([O:14][CH2:15][CH3:16])=[O:13])=[C:9]([CH3:11])[N:10]=2)[CH:7]=[C:2]([F:1])[CH:3]=1 |f:1.2.3|. Procedure details: 560 mg of ethyl 6-fluoro-8-hydroxy-2-methylimidazo[1,2-a]pyridine-3-carboxylate (Example 12A; 2.4 mmol, 1.0 equivalent), 1.7 g of caesium carbonate (5.17 mmol, 2.2 equivalents) and 535 mg of 2,6-difluorobenzyl bromide (2.6 mmol, 1.1 equivalents) were initially charged in 34 ml of dry DMF, and the mixture was heated at 50° C. for 15 min. Water was added and the mixture was stirred for 30 min. The solid was filtered off and washed with water. This gave 560 mg of the title compound (65% of theory). Reactants: CCOC(=O)c1ccc(SC(CCCc2ccc(OC)cc2)C(=O)O)c(Br)c1, CC(C)(C)OC(=O)CN, CN1CCOCC1, C(=NC1CCCCC1)=NC1CCCCC1, ClCCl, Cl, O. Product: CCOC(=O)c1ccc(SC(CCCc2ccc(OC)cc2)C(=O)NCC(=O)OC(C)(C)C)c(Br)c1. As a reaction SMILES: [Br:26][c:27]1[c:28]([S:38][CH:39]([C:40](=[O:41])[OH:42])[CH2:43][CH2:44][CH2:45][c:46]2[cH:47][cH:48][c:49]([O:52][CH3:53])[cH:50][cH:51]2)[cH:29][cH:30][c:31]([C:33](=[O:34])[O:35][CH2:36][CH3:37])[cH:32]1.[C:2]([CH3:3])([CH3:4])([CH3:5])[O:6][C:7]([CH2:8][NH2:9])=[O:10].[CH3:54][N:55]1[CH2:56][CH2:57][O:58][CH2:59][CH2:60]1.[CH:11]1([N:12]=[C:13]=[N:14][CH:15]2[CH2:16][CH2:17][CH2:18][CH2:19][CH2:20]2)[CH2:21][CH2:22][CH2:23][CH2:24][CH2:25]1.[Cl:61][CH2:62][Cl:63].[ClH:1].[OH2:64]>>[C:2]([CH3:3])([CH3:4])([CH3:5])[O:6][C:7]([CH2:8][NH:9][C:40]([CH:39]([S:38][c:28]1[c:27]([Br:26])[cH:32][c:31]([C:33](=[O:34])[O:35][CH2:36][CH3:37])[cH:30][cH:29]1)[CH2:43][CH2:44][CH2:45][c:46]1[cH:47][cH:48][c:49]([O:52][CH3:53])[cH:50][cH:51]1)=[O:41])=[O:10]. Reactants: CCOC(=O)C(C)(C)Oc1ccc(CCBr)c(Cl)c1, CN(C)C=O, CCN(C(C)C)C(C)C, CC(N)C(O)c1ccc(O)cc1, O. Product: CCOC(=O)C(C)(C)Oc1ccc(CCNC(C)C(O)c2ccc(O)cc2)c(Cl)c1. As a reaction SMILES: [Br:13][CH2:14][CH2:15][c:16]1[c:17]([Cl:31])[cH:18][c:19]([O:20][C:21]([C:22](=[O:23])[O:24][CH2:25][CH3:26])([CH3:27])[CH3:28])[cH:29][cH:30]1.[CH3:42][N:43]([CH3:44])[CH:45]=[O:46].[CH:32]([N:33]([CH2:34][CH3:35])[CH:36]([CH3:37])[CH3:38])([CH3:39])[CH3:40].[NH2:1][CH:2]([CH:3]([OH:4])[c:5]1[cH:6][cH:7][c:8]([OH:11])[cH:9][cH:10]1)[CH3:12].[OH2:41]>>[NH:1]([CH:2]([CH:3]([OH:4])[c:5]1[cH:6][cH:7][c:8]([OH:11])[cH:9][cH:10]1)[CH3:12])[CH2:14][CH2:15][c:16]1[c:17]([Cl:31])[cH:18][c:19]([O:20][C:21]([C:22](=[O:23])[O:24][CH2:25][CH3:26])([CH3:27])[CH3:28])[cH:29][cH:30]1. The reactants are C1COC2(CCC(CC2)=O)O1 (cyclohexane-1,4-dione monoethylene ketal), C(#N)C=1C=C2CCNCC2=CC1 (6-cyano-1,2,3,4-tetrahydro-isoquinoline), C(#N)[BH3-].[Na+] (sodium cyanoborohydride). Run at time 18 hour. Yields the product C(#N)C=1C=C2CCN(CC2=CC1)C1CCC2(OCCO2)CC1 (8-(6-Cyano-1,2,3,4-tetrahydroisoquinolin-2-yl)- 1,4-dioxaspiro[4,5]decane). RXN SMILES: [CH2:1]1[O:11][C:4]2([CH2:9][CH2:8][C:7](=O)[CH2:6][CH2:5]2)[O:3][CH2:2]1.[C:12]([C:14]1[CH:15]=[C:16]2[C:21](=[CH:22][CH:23]=1)[CH2:20][NH:19][CH2:18][CH2:17]2)#[N:13].C([BH3-])#N.[Na+]>>[C:12]([C:14]1[CH:15]=[C:16]2[C:21](=[CH:22][CH:23]=1)[CH2:20][N:19]([CH:7]1[CH2:8][CH2:9][C:4]3([O:11][CH2:1][CH2:2][O:3]3)[CH2:5][CH2:6]1)[CH2:18][CH2:17]2)#[N:13] |f:2.3|. Procedure details: A solution of cyclohexane-1,4-dione monoethylene ketal(5.3 g, 33.9 mmole) and 6-cyano-1,2,3,4-tetrahydro-isoquinoline (5.3 g, 28.5 mmole) was treated with sodium cyanoborohydride (2.13 g, 33.8 mmole)at room temperature and stirred at ambient temperature for 18 hr. The reaction was concentrated to 1/4 volume at reduced pressure and poured into sat. NaHCO3 (500 ml ) and extracted with EtOAc (3×500 ml ). The combined organic layers were dried over anhydrous MgSO4 and evaporated under reduced pressu... Solvent: C(=O)(C(F)(F)F)O (TFA). The yield is 43.0%. The product is COC=1C=C2CCNC(C2=CC1)=O (6-Methoxy-1-oxo-1,2,3,4-tetrahydroisoquinoline). Procedure: To a solution of 5-methoxy-1-indanone (1.0 g) in TFA (20 ml) is added sodium azide (4.0 g), and the mixture is refluxed for 1.5 hour. After cooling, the reaction mixture is poured into water (100 ml), and the pH value of the mixture is adjusted to pH 7 with sodium hydrogen carbonate. The mixture is extracted with ethyl acetate, and washed with a saturated aqueous sodium hydrogen carbonate solution and a saturated brine, and dried over magnesium sulfate. The desiccant is removed by filtration, an... Reaction SMILES: [CH3:1][O:2][C:3]1[CH:4]=[C:5]2[C:9](=[CH:10][CH:11]=1)[C:8](=[O:12])[CH2:7][CH2:6]2.[N-:13]=[N+]=[N-].[Na+].O.C(=O)([O-])O.[Na+]>C(O)(C(F)(F)F)=O>[CH3:1][O:2][C:3]1[CH:4]=[C:5]2[C:9](=[CH:10][CH:11]=1)[C:8](=[O:12])[NH:13][CH2:7][CH2:6]2 |f:1.2,4.5|. Starting materials: COC=1C=C2CCC(C2=CC1)=O (5-methoxy-1-indanone), [N-]=[N+]=[N-].[Na+] (sodium azide), C(O)([O-])=O.[Na+] (sodium hydrogen carbonate), O (water). Reactants: FC=1C=C2C=CNC2=CC1F (5,6-difluoroindole), O (water), [H-].[Na+] (sodium hydride), C[C@@H]1OC1 ((S)-methyloxirane). Solvent: O1CCCC1 (tetrahydrofuran), CCOCC (ether). Run at time 1 hour. The product is FC=1C=C2C=CN(C2=CC1F)C[C@H](C)O ((S)-1-(5,6-difluoro-indol-1-yl)-propan-2-ol). The yield is 74.0%. RXN SMILES: [H-].[Na+].[F:3][C:4]1[CH:5]=[C:6]2[C:10](=[CH:11][C:12]=1[F:13])[NH:9][CH:8]=[CH:7]2.[CH3:14][C@H:15]1[CH2:17][O:16]1.O>O1CCCC1.CCOCC>[F:3][C:4]1[CH:5]=[C:6]2[C:10](=[CH:11][C:12]=1[F:13])[N:9]([CH2:14][C@@H:15]([OH:16])[CH3:17])[CH:8]=[CH:7]2 |f:0.1|. Procedure details: A suspension of 0.12 g of sodium hydride dispersion in 15 ml of tetrahydrofuran was treated with 0.5 g of 5,6-difluoroindole at 0° and stirred at this temperature for 1 hour. After the addition of 0.46 mlof (S)-methyloxirane the reaction mixture was stirred at room temperature for 60 hours and subsequently treated with water. The mixture was diluted with ether, washed twice with water and with saturated sodium chloride solution and the organic phase was dried over sodium sulfate. After removal o... The reactants are [K+], NN, [Na+], O=C([O-])O, [OH-], O, OCCOCCO, O=C1c2cccnc2CCC1Cc1c[nH]cn1. Product: c1cnc2c(c1)CC(Cc1c[nH]cn1)CC2. As a reaction SMILES: [K+:21].[NH2:18][NH2:19].[Na+:34].[O-:30][C:31]([OH:32])=[O:33].[OH-:20].[OH2:29].[OH:22][CH2:23][CH2:24][O:25][CH2:26][CH2:27][OH:28].[nH:1]1[cH:2][n:3][c:4]([CH2:6][CH:7]2[C:8](=[O:17])[c:9]3[cH:10][cH:11][cH:12][n:13][c:14]3[CH2:15][CH2:16]2)[cH:5]1>>[nH:1]1[cH:2][n:3][c:4]([CH2:6][CH:7]2[CH2:8][c:9]3[cH:10][cH:11][cH:12][n:13][c:14]3[CH2:15][CH2:16]2)[cH:5]1. Reactants: CO (CH3OH), 1-L-menthoxyacetyloxy-3-methylthiopropene, CCCC=S (3-methylthiopropionaldehyde), CC1CCC(C(C1)OCC(=O)Cl)C(C)C (L-menthoxyacetyl chloride). Reagents/catalysts: Cl[Pd]([P](C1=CC=CC=C1)(C2=CC=CC=C2)C3=CC=CC=C3)([P](C4=CC=CC=C4)(C5=CC=CC=C5)C6=CC=CC=C6)Cl ((PPh3)2PdCl2), N1=CC=CC=C1 (pyridine). The solvent is C1CCOC1 (THF). Run at temperature 100 celsius, time 24 hour. Yields the product L- and D-4-methylthio-2-hydroxybutyric acid, CC1CCC(C(C1)OCC(=O)O)C(C)C (L-menthoxyacetic acid). As a reaction SMILES: CCCC=S.[CH3:6][CH:7]1[CH2:12][CH:11]([O:13][CH2:14][C:15](Cl)=[O:16])[CH:10]([CH:18]([CH3:20])[CH3:19])[CH2:9][CH2:8]1.C[OH:22]>N1C=CC=CC=1.Cl[Pd](Cl)([P](C1C=CC=CC=1)(C1C=CC=CC=1)C1C=CC=CC=1)[P](C1C=CC=CC=1)(C1C=CC=CC=1)C1C=CC=CC=1.C1COCC1>[CH3:6][CH:7]1[CH2:12][CH:11]([O:13][CH2:14][C:15]([OH:22])=[O:16])[CH:10]([CH:18]([CH3:20])[CH3:19])[CH2:9][CH2:8]1 |^1:31,50|. Reported procedure: 1-L-methoxyacetyloxy-3-methylthiopropene is prepared from 3-methylthiopropionaldehyde, L-menthoxyacetyl chloride, and pyridine catalyst. A 70 mL stainless steel high pressure reactor fitted with a Pyrex glass liner and magnetic stir bar is charged with THF (5 mL), (PPh3)2PdCl2 (0.05 mmol), CH3OH (0.5 mmol), and 1-L-menthoxyacetyloxy-3-methylthiopropene (0.5 mmol). The reactor is sealed, pressurized to 1000 psig with CO, and stirred for 24 hours at 100° C. The product mixture, isolated after remo...